From a dataset of the Open Reaction Database (ORD), a public repository of structured organic reaction records. describe an organic reaction: reactants, conditions, products, and yield Reactants: Nc1ncnn2c(C3CN4CCNCC4CO3)cc(-c3ccc4cn(-c5ccccc5)nc4c3)c12, CI. Product: CN1CCN2CC(c3cc(-c4ccc5cn(-c6ccccc6)nc5c4)c4c(N)ncnn34)OCC2C1. Reaction SMILES: [CH2:1]1[O:2][CH:3]([c:11]2[cH:12][c:13](-[c:21]3[cH:22][cH:23][c:24]4[cH:25][n:26](-[c:30]5[cH:31][cH:32][cH:33][cH:34][cH:35]5)[n:27][c:28]4[cH:29]3)[c:14]3[c:15]([NH2:20])[n:16][cH:17][n:18][n:19]23)[CH2:4][N:5]2[CH:6]1[CH2:7][NH:8][CH2:9][CH2:10]2.[I:36][CH3:37]>>[CH2:1]1[O:2][CH:3]([c:11]2[cH:12][c:13](-[c:21]3[cH:22][cH:23][c:24]4[cH:25][n:26](-[c:30]5[cH:31][cH:32][cH:33][cH:34][cH:35]5)[n:27][c:28]4[cH:29]3)[c:14]3[c:15]([NH2:20])[n:16][cH:17][n:18][n:19]23)[CH2:4][N:5]2[CH:6]1[CH2:7][N:8]([CH3:37])[CH2:9][CH2:10]2. Starting materials: CCOC(=O)C1CCCC1=O (ethyl cyclopentanone-2-carboxylate), C=1(O)C(O)=CC=CC1 (pyrocatechol), C1(=CC=C(C=C1)S(=O)(=O)O)C (p-toluenesulphonic acid), C1=CC=CC=C1 (benzene). Run in O (water). Product: C12(C(CCC1)C(=O)OCC)OC1=C(O2)C=CC=C1 (Ethyl spiro-(1,3-benzodioxol-2,1'-cyclopentane)-2'-carboxylate). RXN SMILES: [CH3:1][CH2:2][O:3][C:4]([CH:6]1[C:10](=[O:11])[CH2:9][CH2:8][CH2:7]1)=[O:5].[C:12]1([C:14](=[CH:16][CH:17]=[CH:18][CH:19]=1)O)[OH:13].C1(C)C=CC(S(O)(=O)=O)=CC=1.C1C=CC=CC=1>O>[C:10]12([O:13][C:12]3[CH:14]=[CH:16][CH:17]=[CH:18][C:19]=3[O:11]1)[CH2:9][CH2:8][CH2:7][CH:6]2[C:4]([O:3][CH2:2][CH3:1])=[O:5]. Reported procedure: A mixture of 15.7 g. of ethyl cyclopentanone-2-carboxylate, 11 g. of pyrocatechol, 0.5 g. of p-toluenesulphochloride and 0.5g. of p-toluenesulphonic acid in 100 cc. of anhydrous benzene is refluxed until the theoretical amount of water no longer distils azeotropically. The mixture is washed first with dilute NaOH and then with H2O until neutral. After drying with Na2SO4 the solvent is removed under vacuum. The residual oil is fractionated, and the desired product boils at 136°-139°C./0.3 mm. As a reaction SMILES: [Cl:1][C:2]1[CH:7]=[C:6]([Cl:8])[CH:5]=[CH:4][C:3]=1[N:9]1[C:13]2=[N:14][C:15]([CH3:30])=[CH:16][C:17]([N:18]3[CH2:23][CH2:22][C:21](=[O:24])[CH:20]([C:25]([O:27][CH2:28][CH3:29])=[O:26])[CH2:19]3)=[C:12]2[C:11]([CH3:31])=[C:10]1[CH3:32].[BH4-].[Na+].[Cl-].[NH4+]>C(O)C>[Cl:1][C:2]1[CH:7]=[C:6]([Cl:8])[CH:5]=[CH:4][C:3]=1[N:9]1[C:13]2=[N:14][C:15]([CH3:30])=[CH:16][C:17]([N:18]3[CH2:23][CH2:22][CH:21]([OH:24])[CH:20]([C:25]([O:27][CH2:28][CH3:29])=[O:26])[CH2:19]3)=[C:12]2[C:11]([CH3:31])=[C:10]1[CH3:32] |f:1.2,3.4|. Reported procedure: In ethanol (3.0 mL) was dissolved 1-(2,4-dichlorophenyl)-4-(3-ethoxycarbonyl-4-oxopiperidin-1-yl)-2,3,6-trimethyl-1H-pyrrolo[2,3-b]pyridine (0.13 g), and the solution was cooled to −15° C. Then, sodium boro hydride (26 mg) was added thereto and the resulting mixture was stirred overnight while being slowly heated to 0° C. A saturated aqueous ammonium chloride solution was poured into the reaction mixture, which was then extracted three times with ethyl acetate. The combined organic layer was dri... The product is ClC1=C(C=CC(=C1)Cl)N1C(=C(C=2C1=NC(=CC2N2CC(C(CC2)O)C(=O)OCC)C)C)C (1-(2,4-dichlorophenyl)-4-(3-ethoxycarbonyl-4-hydroxy-piperidin-1-yl)-2,3,6-trimethyl-1H-pyrrolo[2,3-b]pyridine). Solvent: C(C)O (ethanol). The yield is 26.8%. Reaction conditions: temperature -15 celsius, time 8 hour. The reactants are ClC1=C(C=CC(=C1)Cl)N1C(=C(C=2C1=NC(=CC2N2CC(C(CC2)=O)C(=O)OCC)C)C)C (1-(2,4-dichlorophenyl)-4-(3-ethoxycarbonyl-4-oxopiperidin-1-yl)-2,3,6-trimethyl-1H-pyrrolo[2,3-b]pyridine), [BH4-].[Na+] (sodium boro hydride), [Cl-].[NH4+] (ammonium chloride). Starting materials: COC(=O)C=P(c1ccccc1)(c1ccccc1)c1ccccc1, CCN(CC)c1ccc(C=O)cc1, CC#N. Product: CCN(CC)c1ccc(C=CC(=O)OC)cc1. RXN SMILES: [C:14](=[O:15])([O:16][CH3:17])[CH:18]=[P:19]([c:20]1[cH:21][cH:22][cH:23][cH:24][cH:25]1)([c:26]1[cH:27][cH:28][cH:29][cH:30][cH:31]1)[c:32]1[cH:33][cH:34][cH:35][cH:36][cH:37]1.[CH2:1]([CH3:2])[N:3]([c:4]1[cH:5][cH:6][c:7]([CH:8]=[O:9])[cH:10][cH:11]1)[CH2:12][CH3:13].[CH3:38][C:39]#[N:40]>>[CH2:1]([CH3:2])[N:3]([c:4]1[cH:5][cH:6][c:7]([CH:8]=[CH:18][C:14](=[O:15])[O:16][CH3:17])[cH:10][cH:11]1)[CH2:12][CH3:13].